The task is: describe an organic reaction: reactants, conditions, products, and yield. This data is from the Open Reaction Database (ORD), a public repository of structured organic reaction records. Starting materials: CCOC(=O)c1ccc(CCCC2SCC(=O)N2CCC2=CCCCC2)cc1, CO, [Na+], [OH-], O. Product: O=C(O)c1ccc(CCCC2SCC(=O)N2CCC2=CCCCC2)cc1. Reaction SMILES: [C:1]1([CH2:7][CH2:8][N:9]2[CH:10]([CH2:15][CH2:16][CH2:17][c:18]3[cH:19][cH:20][c:21]([C:22](=[O:23])[O:24][CH2:25][CH3:26])[cH:27][cH:28]3)[S:11][CH2:12][C:13]2=[O:14])=[CH:2][CH2:3][CH2:4][CH2:5][CH2:6]1.[CH3:31][OH:32].[Na+:30].[OH-:29].[OH2:33]>>[C:1]1([CH2:7][CH2:8][N:9]2[CH:10]([CH2:15][CH2:16][CH2:17][c:18]3[cH:19][cH:20][c:21]([C:22](=[O:23])[OH:24])[cH:27][cH:28]3)[S:11][CH2:12][C:13]2=[O:14])=[CH:2][CH2:3][CH2:4][CH2:5][CH2:6]1. Reactants: C(C)(C)(C)C1=CC=2CC3=CC(=CC=C3C2C(=C1)CCl)C(C)(C)C (2,7-Di-t-butyl-4-chloromethylfluorene), C1(=CC=CC=C1)P(C1=CC=CC=C1)C1=CC=CC=C1 (triphenyl phosphine), [N+](=O)([O-])C1=CC=C(C=O)C=C1 (4-nitrobenzaldehyde). Product: C1=CC=CC=2C3=CC=CC=C3CC12 (fluorene). Reaction SMILES: C([C:5]1[CH:17]=[C:16](CCl)[C:15]2[C:14]3[C:9](=[CH:10][C:11](C(C)(C)C)=[CH:12][CH:13]=3)[CH2:8][C:7]=2[CH:6]=1)(C)(C)C.C1(P(C2C=CC=CC=2)C2C=CC=CC=2)C=CC=CC=1.[N+](C1C=CC(C=O)=CC=1)([O-])=O>>[CH:10]1[C:9]2[CH2:8][C:7]3[C:15](=[CH:16][CH:17]=[CH:5][CH:6]=3)[C:14]=2[CH:13]=[CH:12][CH:11]=1. Reported procedure: 2,7-Di-t-butyl-4-chloromethylfluorene was reacted with triphenyl phosphine. The reaction product was condensed with 4-nitrobenzaldehyde to obtain a fluorene compound having the following structural formula. ##STR12## Reactants: FB(F)F, O=C([O-])O, CCc1nn2ccc3oc(C)cc3c2c1CO, CCOCC, C[Si](C)(C)C#N, Clc1ccccc1, [Na+]. Yields the product CCc1nn2ccc3oc(C)cc3c2c1CC#N. As a reaction SMILES: [B:6]([F:7])([F:8])[F:9].[C:33](=[O:34])([O-:35])[OH:36].[CH2:16]([CH3:17])[c:18]1[n:19][n:20]2[c:21]([c:22]3[c:23]([cH:24][cH:25]2)[o:26][c:27]([CH3:29])[cH:28]3)[c:30]1[CH2:31][OH:32].[CH2:1]([O:2][CH2:3][CH3:4])[CH3:5].[CH3:10][Si:11]([CH3:12])([CH3:13])[C:14]#[N:15].[Cl:38][c:39]1[cH:40][cH:41][cH:42][cH:43][cH:44]1.[Na+:37]>>[C:14](#[N:15])[CH2:31][c:30]1[c:18]([CH2:16][CH3:17])[n:19][n:20]2[c:21]1[c:22]1[c:23]([cH:24][cH:25]2)[o:26][c:27]([CH3:29])[cH:28]1. Starting materials: II (iodine), C=1C=CC=2C(C1)=CC=CC2C(=O)O (naphthoic acid), C(C)(=O)O (acetic acid), BrBr (Bromine). The reagents and catalysts are BrBr (bromine). Reaction conditions: time 18 hour. Yields the product BrC1=C2C=CC(=CC2=CC=C1)C(=O)O (5-bromo-2-napthoic acid). RXN SMILES: [CH:1]1[CH:2]=[CH:3][C:4]2[C:5](=[CH:7][CH:8]=[CH:9][C:10]=2C(O)=O)[CH:6]=1.II.[Br:16]Br.[C:18]([OH:21])(=[O:20])C>BrBr>[Br:16][C:10]1[CH:9]=[CH:8][CH:7]=[C:5]2[C:4]=1[CH:3]=[CH:2][C:1]([C:18]([OH:21])=[O:20])=[CH:6]2. Reported procedure: To naphthoic acid (50 g) (ex Aldrich) in glacial acetic acid at reflux was added a few drops of bromine (ex BDH) followed by iodine (0.5 g) (ex (BDH). Bromine (15 ml) was added dropwise over one hour. The mixture was cooled to 25° and stirred there for 18 hours. The resulting white precipitate was filtered, dissolved in hot water and treated with concentrated hydrochloric acid. The precipitate was filtered and dried (over phosphorus pentoxide (ex BDH) to give 5-bromo-2-napthoic acid (recrystalli... The reactants are C#CCOC(=O)c1ccc(OCC#C)c(F)c1, CCO, Cl, [Na+], [OH-]. Yields the product C#CCOc1ccc(C(=O)O)cc1F. As a reaction SMILES: [CH2:1]([C:2]#[CH:3])[O:4][c:5]1[c:6]([F:17])[cH:7][c:8]([C:9](=[O:10])[O:11][CH2:12][C:13]#[CH:14])[cH:15][cH:16]1.[CH3:21][CH2:22][OH:23].[ClH:20].[Na+:19].[OH-:18]>>[CH2:1]([C:2]#[CH:3])[O:4][c:5]1[c:6]([F:17])[cH:7][c:8]([C:9](=[O:10])[OH:11])[cH:15][cH:16]1. The reactants are O=C1CCC(=O)N1Br, ClC(Cl)(Cl)Cl, COC(=O)c1ccc(C)cc1OC, CC(C)(C#N)N=NC(C)(C)C#N. The product is COC(=O)c1ccc(CBr)cc1OC. As a reaction SMILES: [Br:14][N:15]1[C:16](=[O:17])[CH2:18][CH2:19][C:20]1=[O:21].[C:34]([Cl:35])([Cl:36])([Cl:37])[Cl:38].[CH3:1][O:2][c:3]1[c:4]([C:5](=[O:6])[O:7][CH3:8])[cH:9][cH:10][c:11]([CH3:13])[cH:12]1.[N:22]([C:23]([CH3:24])([CH3:25])[C:26]#[N:27])=[N:28][C:29]([CH3:30])([CH3:31])[C:32]#[N:33]>>[CH3:1][O:2][c:3]1[c:4]([C:5](=[O:6])[O:7][CH3:8])[cH:9][cH:10][c:11]([CH2:13][Br:14])[cH:12]1. Starting materials: COC=1C(C(=C(C(C1OC)=O)CC1=CC=C(C=C1)C=CC(=O)O)C)=O (3-[4-(5,6-dimethoxy-3-methyl-1,4-benzoquinon-2-ylmethyl)phenyl]acrylic Acid), C(C)(C)N (isopropylamine). The product is COC=1C(C(=C(C(C1OC)=O)CC1=CC=C(C=C1)C=CC(=O)NC(C)C)C)=O (N-[3-[4-(5,6-dimethoxy-3-methyl-1,4-benzoquinon-2-ylmethyl)phenyl]acryloyl]isopropylamine). The yield is 22.4%. RXN SMILES: [CH3:1][O:2][C:3]1[C:4](=[O:25])[C:5]([CH3:24])=[C:6]([CH2:12][C:13]2[CH:18]=[CH:17][C:16]([CH:19]=[CH:20][C:21](O)=[O:22])=[CH:15][CH:14]=2)[C:7](=[O:11])[C:8]=1[O:9][CH3:10].[CH:26]([NH2:29])([CH3:28])[CH3:27]>>[CH3:1][O:2][C:3]1[C:4](=[O:25])[C:5]([CH3:24])=[C:6]([CH2:12][C:13]2[CH:14]=[CH:15][C:16]([CH:19]=[CH:20][C:21]([NH:29][CH:26]([CH3:28])[CH3:27])=[O:22])=[CH:17][CH:18]=2)[C:7](=[O:11])[C:8]=1[O:9][CH3:10]. Procedure: 3-[4-(5,6-dimethoxy-3-methyl-1,4-benzoquinon-2-ylmethyl)phenyl]acrylic acid (200 mg, 0.58 mmol) obtained in Example 2 and isopropylamine (44 mg, 0.75 mmol) were used, and a method similar to that described in Example 3 was employed to obtain the title compound (48 mg, 0.13 mmol, yield 22%).